Dataset: the Open Reaction Database (ORD), a public repository of structured organic reaction records. Task: describe an organic reaction: reactants, conditions, products, and yield Run at temperature 70 celsius, time 16 hour. Solvent: CN(C)C=O (DMF). Product: C(C1=CC=CC=C1)O[C@H]1[C@@H]([C@H]([C@H](OCCN=[N+]=[N-])O[C@@H]1CO)F)O (2-azidoethyl 4-O-benzyl-2-deoxy-2-fluoro-β-D-glucopyranoside). Procedure details: To a solution of 2-chloroethyl 4-O-benzyl-2-deoxy-2-fluoro-β-D-glucopyranoside (1.53 g, 4.57 mmol) in DMF (45 mL) at rt was added sodium azide (360 mg, 5.54 mmol). After stirring at 70° C. for 16 hr, the reaction mixture was cooled down to rt and poured onto ice water (200 mL) and extracted with CH2Cl2 (3×100 mL). The organic layers were combined and washed with brine (2×100 mL), dried over Na2SO4, filtered and concentrated. The residue was purified by flash chromatography on silica gel (120 g),... Reactants: C(C1=CC=CC=C1)O[C@H]1[C@@H]([C@H]([C@H](OCCCl)O[C@@H]1CO)F)O (2-chloroethyl 4-O-benzyl-2-deoxy-2-fluoro-β-D-glucopyranoside), [N-]=[N+]=[N-].[Na+] (sodium azide). Reaction SMILES: [CH2:1]([O:8][C@@H:9]1[C@@H:18]([CH2:19][OH:20])[O:17][C@@H:12]([O:13][CH2:14][CH2:15]Cl)[C@H:11]([F:21])[C@H:10]1[OH:22])[C:2]1[CH:7]=[CH:6][CH:5]=[CH:4][CH:3]=1.[N-:23]=[N+:24]=[N-:25].[Na+]>CN(C=O)C>[CH2:1]([O:8][C@@H:9]1[C@@H:18]([CH2:19][OH:20])[O:17][C@@H:12]([O:13][CH2:14][CH2:15][N:23]=[N+:24]=[N-:25])[C@H:11]([F:21])[C@H:10]1[OH:22])[C:2]1[CH:7]=[CH:6][CH:5]=[CH:4][CH:3]=1 |f:1.2|. Reactants: CC(C)C(=O)Nc1cccc(C2CCNCC2)c1, O=Cc1ccc2nsnc2c1. Product: CC(C)C(=O)Nc1cccc(C2CCN(Cc3ccc4nsnc4c3)CC2)c1. As a reaction SMILES: [CH3:12][CH:13]([C:14](=[O:15])[NH:16][c:17]1[cH:18][c:19]([CH:23]2[CH2:24][CH2:25][NH:26][CH2:27][CH2:28]2)[cH:20][cH:21][cH:22]1)[CH3:29].[n:1]1[s:2][n:3][c:4]2[c:5]1[cH:6][cH:7][c:8]([CH:10]=[O:11])[cH:9]2>>[n:1]1[s:2][n:3][c:4]2[c:5]1[cH:6][cH:7][c:8]([CH2:10][N:26]1[CH2:25][CH2:24][CH:23]([c:19]3[cH:18][c:17]([NH:16][C:14]([CH:13]([CH3:12])[CH3:29])=[O:15])[cH:22][cH:21][cH:20]3)[CH2:28][CH2:27]1)[cH:9]2. Starting materials: C(C1=CC=CC=C1)O[C@H]1C[C@H]([C@H]2O[C@@H]1CO2)OC (1,6-anhydro-4-O-benzyl-3-deoxy-2-O-methyl-β-D-ribo-hexopyranose), [H][H] (hydrogen), [H][H] (hydrogen). Product: CO[C@H]1[C@H]2O[C@@H]([C@H](C1)O)CO2 (1,6-Anhydro-3-deoxy-2-O-methyl-β-D-ribo-hexopyranose). Procedure details: A solution of 1,6-anhydro-4-O-benzyl-3-deoxy-2-O-methyl-β-D-ribo-hexopyranose (see Example 3(1)) (4.5 g) in ethanol (20 ml) was added to a suspension of 10% palladium on carbon (0.2 g) in ethanol (50 ml) and the resulting mixture was stirred in a hydrogen atmosphere until uptake of hydrogen had ceased (5 hours). Celite was added and the mixture was filtered through two layers of glass fibre filter paper. The filtrate was concentrated to give a quantitative yield of the title compound as a colour... The reagents and catalysts are [Pd] (palladium on carbon). As a reaction SMILES: C([O:8][C@@H:9]1[C@H:14]2[CH2:15][O:16][C@H:12]([O:13]2)[C@H:11]([O:17][CH3:18])[CH2:10]1)C1C=CC=CC=1.[H][H]>C(O)C.[Pd]>[CH3:18][O:17][C@@H:11]1[CH2:10][C@H:9]([OH:8])[C@H:14]2[CH2:15][O:16][C@@H:12]1[O:13]2. Solvent: C(C)O (ethanol), C(C)O (ethanol).